Dataset: the Open Reaction Database (ORD), a public repository of structured organic reaction records. Task: describe an organic reaction: reactants, conditions, products, and yield Reactants: [OH-].[Na+] (sodium hydroxide), Cl.CN1C(SC2=C1C=CC=C2)=NN (2,3-dihydro-3-methyl-2-benzothiazolone hydra-zone hydrochloride), CN1C(=NC=C1)C=O (1-methyl-2-imidazolecarboxaldehyde), Cl (HCl). Run in mixture, C(C)O (ethanol). Yields the product CN1/C(/SC2=C1C=CC=C2)=N\N=CC=2N(C=CN2)C (1-methyl-1H-imidazol-2-carboxaldehyde ((2E)-3-methyl-1,3-benzothiazol-2(3H)-ylidene) hydrazone). Reaction SMILES: Cl.[CH3:2][N:3]1[C:7]2[CH:8]=[CH:9][CH:10]=[CH:11][C:6]=2[S:5][C:4]1=[N:12][NH2:13].[CH3:14][N:15]1[CH:19]=[CH:18][N:17]=[C:16]1[CH:20]=O.Cl.[OH-].[Na+]>C(O)C>[CH3:2][N:3]1[C:7]2[CH:8]=[CH:9][CH:10]=[CH:11][C:6]=2[S:5]/[C:4]/1=[N:12]/[N:13]=[CH:20][C:16]1[N:15]([CH3:14])[CH:19]=[CH:18][N:17]=1 |f:0.1,4.5|. Reported procedure: As in Example 1, 1.27 g (5.45 mmol) of 2,3-dihydro-3-methyl-2-benzothiazolone hydra-zone hydrochloride and 0.60 g (5.45 mmol) of 1-methyl-2-imidazolecarboxaldehyde in 40 mL of a mixture of HCl and ethanol (1:2) were stirred at room temperature for 30 minutes. The mixture was then rendered slightly alkaline with 2N sodium hydroxide solution. The precipitated product was suction-filtered off, washed with water and dried under vacuum. Reactants: ClC=1C=C(C=CC1)C1=CC(=CC=C1OC)CC=1C=C(C=CC1)N (3-(3′-Chloro-6-methoxy-biphenyl-3-ylmethyl)-phenylamine), N1=CC=CC=C1 (pyridine), CS(=O)(=O)Cl (methanesulfonyl chloride). Solvent: O (water). Reaction conditions: time 8 hour. Product: ClC=1C=C(C=CC1)C1=CC(=CC=C1OC)CC=1C=C(C=CC1)NS(=O)(=O)C (N-[3-(3′-Chloro-6-methoxy-biphenyl-3-ylmethyl)-phenyl]-methanesulfonamide). The yield is 55.0%. RXN SMILES: [Cl:1][C:2]1[CH:3]=[C:4]([C:8]2[C:13]([O:14][CH3:15])=[CH:12][CH:11]=[C:10]([CH2:16][C:17]3[CH:18]=[C:19]([NH2:23])[CH:20]=[CH:21][CH:22]=3)[CH:9]=2)[CH:5]=[CH:6][CH:7]=1.N1C=CC=CC=1.[CH3:30][S:31](Cl)(=[O:33])=[O:32]>O>[Cl:1][C:2]1[CH:3]=[C:4]([C:8]2[C:13]([O:14][CH3:15])=[CH:12][CH:11]=[C:10]([CH2:16][C:17]3[CH:18]=[C:19]([NH:23][S:31]([CH3:30])(=[O:33])=[O:32])[CH:20]=[CH:21][CH:22]=3)[CH:9]=2)[CH:5]=[CH:6][CH:7]=1. Procedure: To a 4 mL vial was added P-255 (60 mg, 0.17 mmol), followed by pyridine (2 mL) then methanesulfonyl chloride (13 μL) at 0° C. The resulting solution was allowed to stir at room temperature overnight. The reaction mixture was diluted with water (10 mL) and extracted with ethyl acetate (3×5 mL). The combined organics were concentrated under vacuum, and the residue was purified by silica gel column chromatography with methanol/dichloromethane to yield 36.7 mg (55%) of P-271). 1H NMR (400 MHz, CDCl3... Starting materials: CC1N2C3=C(C=CC=C3CC1)C(C2=O)=O (5,6-dihydro-4-methyl-4H-pyrrolo[3,2,1-ij]quinoline-1,2-dione), S(=O)(=O)(Cl)Cl (sulfuryl chloride). Solvent: C(Cl)(Cl)(Cl)Cl (carbon tetrachloride). Product: ClC=1C=C2CCC(N3C2=C(C1)C(C3=O)=O)C (8-Chloro-5,6-dihydro-4-methyl-4H-pyrrolo[3,2,1-ij]quinoline-1,2-dione). Isolated yield 46.7%. Reaction SMILES: [CH3:1][CH:2]1[CH2:11][CH2:10][C:9]2[C:4]3=[C:5]([C:12](=[O:15])[C:13](=[O:14])[N:3]13)[CH:6]=[CH:7][CH:8]=2.S(Cl)([Cl:19])(=O)=O>C(Cl)(Cl)(Cl)Cl>[Cl:19][C:7]1[CH:8]=[C:9]2[C:4]3=[C:5]([C:12](=[O:15])[C:13](=[O:14])[N:3]3[CH:2]([CH3:1])[CH2:11][CH2:10]2)[CH:6]=1. Reported procedure: To a suspension of 8.05 g (0.04 mole) of 5,6-dihydro-4-methyl-4H-pyrrolo[3,2,1-ij]quinoline-1,2-dione in carbon tetrachloride (50 ml) was added 5.74 g (0.043 mole) of sulfuryl chloride and the mixture was refluxed for 24 hours. After cooling, there was obtained 4.4 g of red crystals. Recrystallization from ethanol afforded 2.93 g (31.1%) of red prisms, melted at 152°-154° C. The reactants are CC(=O)C=1C=NC(=CC1)S(=O)(=O)C1=CC(=CC(=C1)F)C1(CCOCC1)OC (6-[5-fluoro-3-(4-methoxytetrahydropyran-4-yl)phenylsulphonyl]pyrid-3-yl methyl ketone), Cl.NO (hydroxylamine hydrochloride). Product: CC(C=1C=NC(=CC1)S(=O)(=O)C1=CC(=CC(=C1)F)C1(CCOCC1)OC)=NO (6-[5-fluoro-3-(4-methoxytetrahydropyran-4-yl)phenylsulphonyl]pyrid-3-yl methyl ketone oxime). Isolated yield 96.0%. RXN SMILES: [CH3:1][C:2]([C:4]1[CH:5]=[N:6][C:7]([S:10]([C:13]2[CH:18]=[C:17]([F:19])[CH:16]=[C:15]([C:20]3([O:26][CH3:27])[CH2:25][CH2:24][O:23][CH2:22][CH2:21]3)[CH:14]=2)(=[O:12])=[O:11])=[CH:8][CH:9]=1)=O.Cl.[NH2:29][OH:30]>>[CH3:1][C:2](=[N:29][OH:30])[C:4]1[CH:5]=[N:6][C:7]([S:10]([C:13]2[CH:18]=[C:17]([F:19])[CH:16]=[C:15]([C:20]3([O:26][CH3:27])[CH2:21][CH2:22][O:23][CH2:24][CH2:25]3)[CH:14]=2)(=[O:11])=[O:12])=[CH:8][CH:9]=1 |f:1.2|. Procedure: Using an analogous procedure to that described in Example 50, 6-[5-fluoro-3-(4-methoxytetrahydropyran-4-yl)phenylsulphonyl]pyrid-3-yl methyl ketone was reacted with hydroxylamine hydrochloride to give 6-[5-fluoro-3-(4-methoxytetrahydropyran-4-yl)phenylsulphonyl]pyrid-3-yl methyl ketone oxime in 96% yield. The reactants are CCOC(=O)c1ccc2c(c1)CC(C)(C)C(c1cccc(N3CCNCC3)c1)N2, CO, Cl, [Na+], C1CCOC1, [OH-], O. Product: CC1(C)Cc2cc(C(=O)O)ccc2NC1c1cccc(N2CCNCC2)c1. As a reaction SMILES: [CH2:1]([CH3:2])[O:3][C:4](=[O:5])[c:6]1[cH:7][c:8]2[c:13]([cH:14][cH:15]1)[NH:12][CH:11]([c:16]1[cH:17][c:18]([N:22]3[CH2:23][CH2:24][NH:25][CH2:26][CH2:27]3)[cH:19][cH:20][cH:21]1)[C:10]([CH3:28])([CH3:29])[CH2:9]2.[CH3:33][OH:34].[ClH:32].[Na+:31].[O:35]1[CH2:36][CH2:37][CH2:38][CH2:39]1.[OH-:30].[OH2:40]>>[O:3]=[C:4]([OH:5])[c:6]1[cH:7][c:8]2[c:13]([cH:14][cH:15]1)[NH:12][CH:11]([c:16]1[cH:17][c:18]([N:22]3[CH2:23][CH2:24][NH:25][CH2:26][CH2:27]3)[cH:19][cH:20][cH:21]1)[C:10]([CH3:28])([CH3:29])[CH2:9]2. Yields the product NC1=CC=C(C2=CC=CC=C12)C=O (4-Aminonaphthaldehyde). Reactants: [S] (sulfur), [N+](=O)([O-])C1=CC=C(C2=CC=CC=C12)C (4-nitro-1-methylnaphthalene), [OH-].[Na+] (NaOH). The solvent is C(C)(=O)OCC (ethyl acetate), C(C)O (ethanol). Procedure: To a stirring boiling solution of sulfur (3.7 g) in 12% aqueous NaOH (50 mL) was added a solution of 4-nitro-1-methylnaphthalene (8 g) in ethanol (50 mL). After refluxing the solution for one hour, the reaction was diluted with 500 mL of ethyl acetate and washed with water and brine, dried over MgSO4, and concentrated. The product was purified via silica gel column chromatography using ethyl acetate:hexane (5:95 to 10:90). The product (2.54 g, 34%) was stored at −78° C. Reaction SMILES: [S].[N+:2]([C:5]1[C:14]2[C:9](=[CH:10][CH:11]=[CH:12][CH:13]=2)[C:8]([CH3:15])=[CH:7][CH:6]=1)([O-])=O.[OH-:16].[Na+]>C(O)C.C(OCC)(=O)C>[NH2:2][C:5]1[C:14]2[C:9](=[CH:10][CH:11]=[CH:12][CH:13]=2)[C:8]([CH:15]=[O:16])=[CH:7][CH:6]=1 |f:2.3,^3:0|.